From a dataset of the Open Reaction Database (ORD), a public repository of structured organic reaction records. describe an organic reaction: reactants, conditions, products, and yield Starting materials: CC(=O)O, O=[N+]([O-])c1ccccc1SCl, O=C1CC(S)CN1Cc1ccc(Oc2ccccc2)cc1. The product is O=C1CC(SSc2ccccc2[N+](=O)[O-])CN1Cc1ccc(Oc2ccccc2)cc1. Reaction SMILES: [CH3:33][C:34](=[O:35])[OH:36].[N+:22](=[O:23])([O-:24])[c:25]1[c:26]([S:31][Cl:32])[cH:27][cH:28][cH:29][cH:30]1.[SH:1][CH:2]1[CH2:3][C:4](=[O:21])[N:5]([CH2:7][c:8]2[cH:9][cH:10][c:11]([O:14][c:15]3[cH:16][cH:17][cH:18][cH:19][cH:20]3)[cH:12][cH:13]2)[CH2:6]1>>[S:1]([CH:2]1[CH2:3][C:4](=[O:21])[N:5]([CH2:7][c:8]2[cH:9][cH:10][c:11]([O:14][c:15]3[cH:16][cH:17][cH:18][cH:19][cH:20]3)[cH:12][cH:13]2)[CH2:6]1)[S:31][c:26]1[c:25]([N+:22](=[O:23])[O-:24])[cH:30][cH:29][cH:28][cH:27]1. Reactants: N1(C=NC=C1)CC(=O)C=1C=C2CCC(NC2=CC1)=O (6-(imidazol-1-ylacetyl)-3,4-dihydrocarbostyril), [BH4-].[Na+] (sodium borohydride). Run in CO (methanol). Product: OC(CN1C=NC=C1)C=1C=C2CCC(NC2=CC1)=O (6-[1-hydroxy-2-(imidazol-1-yl)ethyl]-3,4-dihydrocarbostyril). RXN SMILES: [N:1]1([CH2:6][C:7]([C:9]2[CH:10]=[C:11]3[C:16](=[CH:17][CH:18]=2)[NH:15][C:14](=[O:19])[CH2:13][CH2:12]3)=[O:8])[CH:5]=[CH:4][N:3]=[CH:2]1.[BH4-].[Na+]>CO>[OH:8][CH:7]([C:9]1[CH:10]=[C:11]2[C:16](=[CH:17][CH:18]=1)[NH:15][C:14](=[O:19])[CH2:13][CH2:12]2)[CH2:6][N:1]1[CH:5]=[CH:4][N:3]=[CH:2]1 |f:1.2|. Procedure: A solution of 3.0 g of 6-(imidazol-1-ylacetyl)-3,4-dihydrocarbostyril (the preparation of which is given in Example 3) in 120 ml of methanol was reacted with 1.2 g of sodium borohydride in the same manner as shown in Preparation 2, and the product similarly isolated to give 6-[1-hydroxy-2-(imidazol-1-yl)ethyl]-3,4-dihydrocarbostyril, m.p. 182°-184° Reactants: COC(=O)N1CC[C@@H]2[C@](CCC[C@H]12)(C#CC=1C=C(C=CC1)C)O ((3aS,4R,7aS)-4-hydroxy-4-m-tolylethynyl-octahydro-indole-1-carboxylic acid methyl ester), C(C1=CC=CC=C1)(=O)O (benzoic acid). Reported procedure: Synthesis in analogy to the General Method 1 starting from (3aS,4R,7aS)-4-hydroxy-4-m-tolylethynyl-octahydro-indole-1-carboxylic acid methyl ester and benzoic acid to yield (3aR,4S,7aR)-methyl 4-(benzoyloxy)-4-(m-tolylethynyl)octahydro-1H-indole-1-carboxylate. MS [M+H]=296 (ester elimination ion); RT=6.370 min; LC-MS Method II Product: C(C1=CC=CC=C1)(=O)O[C@@]1([C@@H]2CCN([C@@H]2CCC1)C(=O)OC)C#CC=1C=C(C=CC1)C ((3aR,4S,7aR)-methyl 4-(benzoyloxy)-4-(m-tolylethynyl)octahydro-1H-indole-1-carboxylate). RXN SMILES: [CH3:1][O:2][C:3]([N:5]1[C@@H:13]2[C@@H:8]([C@@:9]([OH:23])([C:14]#[C:15][C:16]3[CH:17]=[C:18]([CH3:22])[CH:19]=[CH:20][CH:21]=3)[CH2:10][CH2:11][CH2:12]2)[CH2:7][CH2:6]1)=[O:4].[C:24](O)(=[O:31])[C:25]1[CH:30]=[CH:29][CH:28]=[CH:27][CH:26]=1>>[C:24]([O:23][C@@:9]1([C:14]#[C:15][C:16]2[CH:17]=[C:18]([CH3:22])[CH:19]=[CH:20][CH:21]=2)[CH2:10][CH2:11][CH2:12][C@@H:13]2[C@H:8]1[CH2:7][CH2:6][N:5]2[C:3]([O:2][CH3:1])=[O:4])(=[O:31])[C:25]1[CH:30]=[CH:29][CH:28]=[CH:27][CH:26]=1. The reactants are C(C1=CC=CC=C1)(=O)CCC(=O)OC (methyl 3-benzoylpropionate), Cl.NO (hydroxylamine hydrochloride), C(C)(=O)[O-].[Na+] (sodium acetate), CO (methanol). The solvent is C(C)(=O)OCC.CCCCCC (ethyl acetate hexane). Yields the product O\N=C(/CCC(=O)OC)\C1=CC=CC=C1 (methyl (E)-4-hydroxyimino-4-phenylbutyrate). The yield is 91.0%. Reaction SMILES: [C:1]([CH2:9][CH2:10][C:11]([O:13][CH3:14])=[O:12])(=O)[C:2]1[CH:7]=[CH:6][CH:5]=[CH:4][CH:3]=1.Cl.[NH2:16][OH:17].C([O-])(=O)C.[Na+].CO>C(OCC)(=O)C.CCCCCC>[OH:17]/[N:16]=[C:1](/[C:2]1[CH:7]=[CH:6][CH:5]=[CH:4][CH:3]=1)\[CH2:9][CH2:10][C:11]([O:13][CH3:14])=[O:12] |f:1.2,3.4,6.7|. Reported procedure: A mixture of methyl 3-benzoylpropionate (15.0 9), hydroxylamine hydrochloride (6.50 g), sodium acetate (9.60 g) and methanol (150 ml) was heated under reflux for 8 hours. The reaction mixture was concentrated, water was added to the residue and the mixture was extracted with ethyl acetate The ethyl acetate layer was washed with water, dried (over MgSO4) and concentrated. The residue was subjected to a silica gel column chromatography and, from an eluate with ethyl acetate-hexane (1:3, volume rat...